The task is: describe an organic reaction: reactants, conditions, products, and yield. This data is from the Open Reaction Database (ORD), a public repository of structured organic reaction records. Reactants: C=CC(=O)OC, O=c1[nH]c2cscc2c(=O)n1CCCCCN1CCC(=C(c2ccc(F)cc2)c2ccc(F)cc2)CC1. Product: COC(=O)CCn1c(=O)n(CCCCCN2CCC(=C(c3ccc(F)cc3)c3ccc(F)cc3)CC2)c(=O)c2cscc21. As a reaction SMILES: [C:38]([CH:39]=[CH2:40])(=[O:41])[O:42][CH3:43].[F:1][c:2]1[cH:3][cH:4][c:5]([C:8](=[C:9]2[CH2:10][CH2:11][N:12]([CH2:15][CH2:16][CH2:17][CH2:18][CH2:19][n:20]3[c:21](=[O:30])[nH:22][c:23]4[c:24]([c:25]3=[O:26])[cH:27][s:28][cH:29]4)[CH2:13][CH2:14]2)[c:31]2[cH:32][cH:33][c:34]([F:37])[cH:35][cH:36]2)[cH:6][cH:7]1>>[F:1][c:2]1[cH:3][cH:4][c:5]([C:8](=[C:9]2[CH2:10][CH2:11][N:12]([CH2:15][CH2:16][CH2:17][CH2:18][CH2:19][n:20]3[c:21](=[O:30])[n:22]([CH2:40][CH2:39][C:38](=[O:41])[O:42][CH3:43])[c:23]4[c:24]([c:25]3=[O:26])[cH:27][s:28][cH:29]4)[CH2:13][CH2:14]2)[c:31]2[cH:32][cH:33][c:34]([F:37])[cH:35][cH:36]2)[cH:6][cH:7]1. Reactants: CCO, COc1ccc(N2CCN(c3c(C)c(C)c4c(c3C)C(O)(c3ccc(OC(F)(F)F)cc3)C(C)(C)O4)CC2)cc1. The product is COc1ccc(N2CCN(c3c(C)c(C)c4c(c3C)C(c3ccc(OC(F)(F)F)cc3)C(C)(C)O4)CC2)cc1. As a reaction SMILES: [CH3:41][CH2:42][OH:43].[F:1][C:2]([O:3][c:4]1[cH:5][cH:6][c:7]([C:10]2([OH:38])[C:11]([CH3:36])([CH3:37])[O:12][c:13]3[c:14]2[c:15]([CH3:35])[c:16]([N:21]2[CH2:22][CH2:23][N:24]([c:27]4[cH:28][cH:29][c:30]([O:33][CH3:34])[cH:31][cH:32]4)[CH2:25][CH2:26]2)[c:17]([CH3:20])[c:18]3[CH3:19])[cH:8][cH:9]1)([F:39])[F:40]>>[F:1][C:2]([O:3][c:4]1[cH:5][cH:6][c:7]([CH:10]2[C:11]([CH3:36])([CH3:37])[O:12][c:13]3[c:14]2[c:15]([CH3:35])[c:16]([N:21]2[CH2:22][CH2:23][N:24]([c:27]4[cH:28][cH:29][c:30]([O:33][CH3:34])[cH:31][cH:32]4)[CH2:25][CH2:26]2)[c:17]([CH3:20])[c:18]3[CH3:19])[cH:8][cH:9]1)([F:39])[F:40]. Reaction conditions: time 24 hour. RXN SMILES: [Br:1][C:2]1[CH:3]=[C:4]2[C:10]([C:11](OC)=[O:12])=[N:9][N:8]([C:15]([C:28]3[CH:33]=[CH:32][CH:31]=[CH:30][CH:29]=3)([C:22]3[CH:27]=[CH:26][CH:25]=[CH:24][CH:23]=3)[C:16]3[CH:21]=[CH:20][CH:19]=[CH:18][CH:17]=3)[C:5]2=[N:6][CH:7]=1.CCO.[Li+].[BH4-]>C1COCC1>[Br:1][C:2]1[CH:3]=[C:4]2[C:10]([CH2:11][OH:12])=[N:9][N:8]([C:15]([C:22]3[CH:27]=[CH:26][CH:25]=[CH:24][CH:23]=3)([C:16]3[CH:17]=[CH:18][CH:19]=[CH:20][CH:21]=3)[C:28]3[CH:33]=[CH:32][CH:31]=[CH:30][CH:29]=3)[C:5]2=[N:6][CH:7]=1 |f:2.3|. The reactants are CCO (EtOH), [Li+].[BH4-] (LiBH4), BrC=1C=C2C(=NC1)N(N=C2C(=O)OC)C(C2=CC=CC=C2)(C2=CC=CC=C2)C2=CC=CC=C2 (methyl 5-bromo-1-trityl-1H-pyrazolo[3,4-b]pyridine-3-carboxylate). The solvent is C1CCOC1 (THF). The product is BrC=1C=C2C(=NC1)N(N=C2CO)C(C2=CC=CC=C2)(C2=CC=CC=C2)C2=CC=CC=C2 ((5-bromo-1-trityl-1H-pyrazolo[3,4-b]pyridin-3-yl)methanol). Yield: 100.0%. Procedure details: To a solution of methyl 5-bromo-1-trityl-1H-pyrazolo[3,4-b]pyridine-3-carboxylate (XXII) (4.16 Kg, 8.3 mol) in anhydrous THF (62 L) cooled to 10° C. was added anhydrous EtOH (0.97 L, 16.6 mol) and LiBH4 (271 g, 12.5 mol). The reaction was warmed to room temperature and stirred for 24 hours. The solution was concentrated under vacuum to a volume of 4 L then taken up in DCM (80 L). The pH was then adjusted to 8.0 by dropwise addition of aqueous 0.4N HCl (˜280 L). The organic layer was separated an... Starting materials: ClC1=CC=C(C=C1)C1=NN(C(SC1)=O)CC=1C=C2C(C(NC2=CC1)=O)SC (5-[5-(4-Chloro-phenyl)-2-oxo-6H-[1,3,4]thiadiazin-3-ylmethyl]-3-methylsulphanyl-1,3-dihydro-indol-2-one). The reagents and catalysts are [Zn] (zinc). Solvent: C(C)(=O)O (acetic acid). Reaction conditions: time 8 hour. Product: ClC1=CC=C(C=C1)C1=NN(C(SC1)=O)CC=1C=C2CC(NC2=CC1)=O (5-[5-(4-Chloro-phenyl)-2-oxo-6H-[1,3,4]thiadiazin-3-ylmethyl]-1,3-dihydro-indol-2-one). Reaction SMILES: [Cl:1][C:2]1[CH:7]=[CH:6][C:5]([C:8]2[CH2:13][S:12][C:11](=[O:14])[N:10]([CH2:15][C:16]3[CH:17]=[C:18]4[C:22](=[CH:23][CH:24]=3)[NH:21][C:20](=[O:25])[CH:19]4SC)[N:9]=2)=[CH:4][CH:3]=1>C(O)(=O)C.[Zn]>[Cl:1][C:2]1[CH:7]=[CH:6][C:5]([C:8]2[CH2:13][S:12][C:11](=[O:14])[N:10]([CH2:15][C:16]3[CH:17]=[C:18]4[C:22](=[CH:23][CH:24]=3)[NH:21][C:20](=[O:25])[CH2:19]4)[N:9]=2)=[CH:4][CH:3]=1. Procedure details: Powdered zinc (18.09 mmoles) is added to a solution of the compound obtained in Step D (27.68 mmoles) in glacial acetic acid (350 ml). The reaction mixture is stirred overnight at ambient temperature and then filtered. The filtrate is concentrated and then brought to pH 8-9 with saturated aqueous sodium bicarbonate solution and sonicated for 5 minutes. The solid formed is filtered off and then recrystallised from ethanol to yield the title product. Reactants: CC1=C(C(=O)Cl)C=CC(=C1)Br (2-Methyl-4-bromobenzoyl chloride), [Li][Li] (dilithium), C(CC(=O)O)(=O)OCC (ethyl hydrogen malonate), Example 1 ( ii ). Product: CC1=C(C(=O)CC(=O)OCC)C=CC(=C1)Br (ethyl 2-methyl-4-bromobenzoylacetate). Reaction SMILES: [CH3:1][C:2]1[CH:10]=[C:9]([Br:11])[CH:8]=[CH:7][C:3]=1[C:4](Cl)=[O:5].[Li][Li].[C:14]([O:20][CH2:21][CH3:22])(=[O:19])[CH2:15]C(O)=O>>[CH3:1][C:2]1[CH:10]=[C:9]([Br:11])[CH:8]=[CH:7][C:3]=1[C:4]([CH2:15][C:14]([O:20][CH2:21][CH3:22])=[O:19])=[O:5]. Reported procedure: 2-Methyl-4-bromobenzoyl chloride (29.1 g, 0.13 mol) was treated with the dilithium salt of ethyl hydrogen malonate (28.0 g, 0.21 mol) and the product was isolated by the procedure described in Example 1 (ii). The crude product was purified on flash silica, eluting with dichloromethane-hexane (1:1 then 3:2) to give ethyl 2-methyl-4-bromobenzoylacetate as an oil. The reactants are F[B-](F)(F)F, CCOC(=O)c1cc2cc(C(=O)O)ccc2[nH]1, CN(C)C1CCNCC1, CN(C)C=O, CCN(C(C)C)C(C)C, Cl, Cl, CN(C)C(On1nnc2ccccc21)=[N+](C)C. Reaction SMILES: [B-:18]([F:19])([F:20])([F:21])[F:22].[CH3:1][CH2:2][O:3][C:4](=[O:5])[c:6]1[nH:7][c:8]2[cH:9][cH:10][c:11]([C:15](=[O:16])[OH:17])[cH:12][c:13]2[cH:14]1.[CH3:42][N:43]([CH:44]1[CH2:45][CH2:46][NH:47][CH2:48][CH2:49]1)[CH3:50].[CH3:60][N:61]([CH3:62])[CH:63]=[O:64].[CH:51]([N:52]([CH2:53][CH3:54])[CH:55]([CH3:56])[CH3:57])([CH3:58])[CH3:59].[ClH:40].[ClH:41].[n:23]1([O:24][C:25]([N:26]([CH3:27])[CH3:28])=[N+:29]([CH3:30])[CH3:31])[c:32]2[cH:33][cH:34][cH:35][cH:36][c:37]2[n:38][n:39]1>>[CH3:1][CH2:2][O:3][C:4](=[O:5])[c:6]1[nH:7][c:8]2[cH:9][cH:10][c:11]([C:15](=[O:17])[N:47]3[CH2:46][CH2:45][CH:44]([N:43]([CH3:42])[CH3:50])[CH2:49][CH2:48]3)[cH:12][c:13]2[cH:14]1. The product is CCOC(=O)c1cc2cc(C(=O)N3CCC(N(C)C)CC3)ccc2[nH]1.